From a dataset of the Open Reaction Database (ORD), a public repository of structured organic reaction records. describe an organic reaction: reactants, conditions, products, and yield As a reaction SMILES: [CH3:22][CH2:23][O:24][C:25](=[O:26])[CH3:27].[CH3:28][c:29]1[cH:30][cH:31][cH:32][cH:33][cH:34]1.[Cl:14][C:15](=[O:16])[O:17][C:18]([Cl:19])([Cl:20])[Cl:21].[Cl:1][c:2]1[c:3]([CH:9]2[O:10][CH2:11][CH2:12][O:13]2)[cH:4][c:5]([NH2:6])[cH:7][cH:8]1>>[Cl:1][c:2]1[c:3]([CH:9]2[O:10][CH2:11][CH2:12][O:13]2)[cH:4][c:5]([N:6]=[C:15]=[O:16])[cH:7][cH:8]1. The product is O=C=Nc1ccc(Cl)c(C2OCCO2)c1. Starting materials: CCOC(C)=O, Cc1ccccc1, O=C(Cl)OC(Cl)(Cl)Cl, Nc1ccc(Cl)c(C2OCCO2)c1. Reactants: O=C([O-])[O-], CI, [K+], [K+], CN(C)C=O, CC(=O)c1ccc(O)cc1O. Product: COc1ccc(C(C)=O)c(O)c1. As a reaction SMILES: [C:1](=[O:2])([O-:3])[O-:4].[CH3:7][I:8].[K+:5].[K+:6].[O:20]=[CH:21][N:22]([CH3:23])[CH3:24].[OH:9][c:10]1[c:11]([C:17]([CH3:18])=[O:19])[cH:12][cH:13][c:14]([OH:16])[cH:15]1>>[CH3:1][O:16][c:14]1[cH:13][cH:12][c:11]([C:17]([CH3:18])=[O:19])[c:10]([OH:9])[cH:15]1. The reactants are O=C([O-])O, FC(F)(F)CNCCc1ccccc1, CCO, [Cl-], O=C(O)c1cc(Cl)ncn1, ClCCl, [Na+], [Na+], [OH-]. Yields the product O=C(c1cc(Cl)ncn1)N(CCc1ccccc1)CC(F)(F)F. RXN SMILES: [C:28](=[O:29])([O-:30])[OH:31].[CH2:1]([CH2:2][c:3]1[cH:4][cH:5][cH:6][cH:7][cH:8]1)[NH:9][CH2:10][C:11]([F:12])([F:13])[F:14].[CH3:36][CH2:37][OH:38].[Cl-:17].[Cl:18][c:19]1[cH:20][c:21]([C:25](=[O:26])[OH:27])[n:22][cH:23][n:24]1.[Cl:33][CH2:34][Cl:35].[Na+:16].[Na+:32].[OH-:15]>>[CH2:1]([CH2:2][c:3]1[cH:4][cH:5][cH:6][cH:7][cH:8]1)[N:9]([CH2:10][C:11]([F:12])([F:13])[F:14])[C:25]([c:21]1[cH:20][c:19]([Cl:18])[n:24][cH:23][n:22]1)=[O:26]. Starting materials: CCN=C=NCCCN(C)C, ClCCl, Cl, O=C(O)Cc1ccc(C(F)(F)F)cc1, CC(C)OC(=O)C(C)(N)C(C)C, O. Reaction SMILES: [CH2:2]([N:3]=[C:4]=[N:5][CH2:6][CH2:7][CH2:8][N:9]([CH3:10])[CH3:11])[CH3:12].[CH2:40]([Cl:41])[Cl:42].[ClH:1].[F:13][C:14]([c:15]1[cH:16][cH:17][c:18]([CH2:21][C:22](=[O:23])[OH:24])[cH:19][cH:20]1)([F:25])[F:26].[NH2:27][C:28]([C:29](=[O:30])[O:31][CH:32]([CH3:33])[CH3:34])([CH:35]([CH3:36])[CH3:37])[CH3:38].[OH2:39]>>[F:13][C:14]([c:15]1[cH:16][cH:17][c:18]([CH2:21][C:22](=[O:24])[NH:27][C:28]([C:29](=[O:30])[O:31][CH:32]([CH3:33])[CH3:34])([CH:35]([CH3:36])[CH3:37])[CH3:38])[cH:19][cH:20]1)([F:25])[F:26]. Yields the product CC(C)OC(=O)C(C)(NC(=O)Cc1ccc(C(F)(F)F)cc1)C(C)C. Starting materials: CN(C)C(=O)Cl, CC1(C)C(=O)NC(=O)c2cc(N)ccc21, c1ccncc1. Yields the product CN(C)C(=O)Nc1ccc2c(c1)C(=O)NC(=O)C2(C)C. Reaction SMILES: [CH3:16][N:17]([C:18](=[O:19])[Cl:20])[CH3:21].[NH2:1][c:2]1[cH:3][cH:4][c:5]2[c:10]([cH:11]1)[C:9](=[O:12])[NH:8][C:7](=[O:13])[C:6]2([CH3:14])[CH3:15].[cH:22]1[cH:23][cH:24][n:25][cH:26][cH:27]1>>[NH:1]([c:2]1[cH:3][cH:4][c:5]2[c:10]([cH:11]1)[C:9](=[O:12])[NH:8][C:7](=[O:13])[C:6]2([CH3:14])[CH3:15])[C:18]([N:17]([CH3:16])[CH3:21])=[O:19]. Starting materials: CC1(C)CC(c2ccccc2N)Nc2ccc(C(F)(F)F)cc21, O, O=S(=O)(Cl)c1ccccc1, c1ccncc1. Yields the product CC1(C)CC(c2ccccc2NS(=O)(=O)c2ccccc2)Nc2ccc(C(F)(F)F)cc21. As a reaction SMILES: [CH3:1][C:2]1([CH3:23])[CH2:3][CH:4]([c:16]2[c:17]([NH2:18])[cH:19][cH:20][cH:21][cH:22]2)[NH:5][c:6]2[cH:7][cH:8][c:9]([C:12]([F:13])([F:14])[F:15])[cH:10][c:11]21.[OH2:40].[c:30]1([S:36](=[O:37])(=[O:38])[Cl:39])[cH:31][cH:32][cH:33][cH:34][cH:35]1.[cH:24]1[cH:25][cH:26][n:27][cH:28][cH:29]1>>[CH3:1][C:2]1([CH3:23])[CH2:3][CH:4]([c:16]2[c:17]([NH:18][S:36]([c:30]3[cH:31][cH:32][cH:33][cH:34][cH:35]3)(=[O:37])=[O:38])[cH:19][cH:20][cH:21][cH:22]2)[NH:5][c:6]2[cH:7][cH:8][c:9]([C:12]([F:13])([F:14])[F:15])[cH:10][c:11]21. Reactants: ClC=1C=C(C=O)C=CC1Cl (3,4-Dichlorobenzaldehyde), Cl.NO (hydroxylamine hydrochloride). The solvent is N1=CC=CC=C1 (pyridine). Reaction conditions: time 18 hour. Yields the product ClC=1C=C(C=NO)C=CC1Cl (3,4-dichlorobenzaldehyde oxime). Isolated yield 101.7%. As a reaction SMILES: [Cl:1][C:2]1[CH:3]=[C:4]([CH:7]=[CH:8][C:9]=1[Cl:10])[CH:5]=O.Cl.[NH2:12][OH:13]>N1C=CC=CC=1>[Cl:1][C:2]1[CH:3]=[C:4]([CH:7]=[CH:8][C:9]=1[Cl:10])[CH:5]=[N:12][OH:13] |f:1.2|. Procedure: 3,4-Dichlorobenzaldehyde (5.25 g) and 2.1 g of hydroxylamine hydrochloride were dissolved in 75 mL of pyridine. The mixture was stirred at room temperature for 18 h. The solvent was removed in vacuo and the residue was taken up in 100 mL of 1N HCl and extracted 3× with 75 mL portions of ethyl acetate. The combined organic extracts were dried (MgSO4), filtered, and concentrated to give a solid. The crude material was triturated in hexane and collected by filtration to yield 5.8 g of the title com...